From a dataset of the Open Reaction Database (ORD), a public repository of structured organic reaction records. describe an organic reaction: reactants, conditions, products, and yield The reactants are B, C1CCOC1, C1CCOC1, CC(=O)[O-], C=CCC(C)C(=O)OCC, CO, ClI, [Na+]. The product is CCOC(=O)C(C)CCCI. As a reaction SMILES: [BH3:11].[CH2:12]1[O:13][CH2:14][CH2:15][CH2:16]1.[CH2:24]1[O:25][CH2:26][CH2:27][CH2:28]1.[CH3:18][C:19](=[O:20])[O-:21].[CH3:1][CH:2]([C:3](=[O:4])[O:5][CH2:6][CH3:7])[CH2:8][CH:9]=[CH2:10].[CH3:29][OH:30].[I:22][Cl:23].[Na+:17]>>[CH3:1][CH:2]([C:3](=[O:4])[O:5][CH2:6][CH3:7])[CH2:8][CH2:9][CH2:10][I:22]. Reactants: C1(=C(C=CC=C1)C(CCO)=O)C1=CC=CC=C1 (1-p-biphenylyl-3-hydroxypropan-1-one), S(O)(O)(=O)=O (sulfuric acid), alcoholate, CI (methyl iodide), [Mg] (magnesium). Run in C1CCOC1 (THF), CCOCC (ether), O (water). Product: C1(=C(C=CC=C1)C(CCO)(C)O)C1=CC=CC=C1 (3-p-biphenylyl-1,3-butanediol). As a reaction SMILES: [C:1]1([C:12]2[CH:17]=[CH:16][CH:15]=[CH:14][CH:13]=2)[CH:6]=[CH:5][CH:4]=[CH:3][C:2]=1[C:7](=[O:11])[CH2:8][CH2:9][OH:10].[CH3:18]I.[Mg].S(=O)(=O)(O)O>O.CCOCC.C1COCC1>[C:1]1([C:12]2[CH:13]=[CH:14][CH:15]=[CH:16][CH:17]=2)[CH:6]=[CH:5][CH:4]=[CH:3][C:2]=1[C:7]([OH:11])([CH3:18])[CH2:8][CH2:9][OH:10]. Procedure details: A solution of 2.26 of 1-p-biphenylyl-3-hydroxypropan-1-one (obtainable by acylating biphenyl with 3-methoxypropionyl chloride to give 1-p-biphenylyl-3-methoxypropan-1-one and subsequent ether splitting) in 20 ml. of THF is added dropwise at 20°, with stirring, to a Grignard solution prepared from 3 g. of methyl iodide and 0.5 g. of magnesium in 100 ml. of ether. The mixture is stirred for a further 4 hours, the resulting alcoholate is decomposed by means of water and dilute sulfuric acid, and st... Starting materials: CCOC(=O)C1Cc2cccnc2C(OC(C)=O)C1, CCO, CC(=O)OC(C)=O, [Cl-], [NH4+], [Na], C1CCOC1. The product is CCOC(=O)C1Cc2cccnc2C(O)C1. RXN SMILES: [C:1](=[O:2])([CH3:3])[O:4][CH:5]1[CH2:6][CH:7]([C:15](=[O:16])[O:17][CH2:18][CH3:19])[CH2:8][c:9]2[cH:10][cH:11][cH:12][n:13][c:14]21.[CH3:20][CH2:21][OH:22].[CH3:26][C:27]([O:28][C:29](=[O:30])[CH3:31])=[O:32].[Cl-:24].[NH4+:25].[Na:23].[O:33]1[CH2:34][CH2:35][CH2:36][CH2:37]1>>[OH:4][CH:5]1[CH2:6][CH:7]([C:15](=[O:16])[O:17][CH2:18][CH3:19])[CH2:8][c:9]2[cH:10][cH:11][cH:12][n:13][c:14]21. The product is COc1ccc(C(=O)c2ccc([N+](=O)[O-])cc2)cc1. As a reaction SMILES: [Al+3:2].[CH3:17][O:18][c:19]1[cH:20][cH:21][cH:22][cH:23][cH:24]1.[Cl-:1].[Cl-:3].[Cl-:4].[N+:5](=[O:6])([O-:7])[c:8]1[cH:9][cH:10][c:11]([C:12](=[O:13])[Cl:14])[cH:15][cH:16]1.[O-:25][N+:26]([c:27]1[cH:28][cH:29][cH:30][cH:31][cH:32]1)=[O:33]>>[N+:5](=[O:6])([O-:7])[c:8]1[cH:9][cH:10][c:11]([C:12](=[O:13])[c:22]2[cH:21][cH:20][c:19]([O:18][CH3:17])[cH:24][cH:23]2)[cH:15][cH:16]1. Starting materials: [Al+3], COc1ccccc1, [Cl-], [Cl-], [Cl-], O=C(Cl)c1ccc([N+](=O)[O-])cc1, O=[N+]([O-])c1ccccc1. The product is COc1ccc(N2CC(C)NC(C)C2)cc1NS(=O)(=O)c1ccc(-c2ccc(C)o2)c(F)c1. RXN SMILES: [Br:1][c:2]1[c:3]([F:28])[cH:4][c:5]([S:8](=[O:9])(=[O:10])[NH:11][c:12]2[c:13]([O:26][CH3:27])[cH:14][cH:15][c:16]([N:18]3[CH2:19][CH:20]([CH3:25])[NH:21][CH:22]([CH3:24])[CH2:23]3)[cH:17]2)[cH:6][cH:7]1.[CH3:35][c:36]1[cH:37][cH:38][c:39]([B:41]([OH:42])[OH:43])[o:40]1.[CH3:44][CH2:45][O:46][C:47](=[O:48])[CH3:49].[CH3:50][O:51][CH2:52][CH2:53][O:54][CH3:55].[Na+:29].[Na+:30].[O-:31][C:32](=[O:33])[O-:34].[OH2:56]>>[c:2]1(-[c:39]2[cH:38][cH:37][c:36]([CH3:35])[o:40]2)[c:3]([F:28])[cH:4][c:5]([S:8](=[O:9])(=[O:10])[NH:11][c:12]2[c:13]([O:26][CH3:27])[cH:14][cH:15][c:16]([N:18]3[CH2:19][CH:20]([CH3:25])[NH:21][CH:22]([CH3:24])[CH2:23]3)[cH:17]2)[cH:6][cH:7]1. The reactants are COc1ccc(N2CC(C)NC(C)C2)cc1NS(=O)(=O)c1ccc(Br)c(F)c1, Cc1ccc(B(O)O)o1, CCOC(C)=O, COCCOC, [Na+], [Na+], O=C([O-])[O-], O. Starting materials: CN1[C@@H](CCC1)C=1C=C(C=NC1)OCCN (2-({5-[(2S)-1-methylpyrrolidin-2-yl]pyridin-3-yl}oxy)ethanamine), C1(CCCO1)=S (γ-thiobutyrolactone), CO (MeOH). The solvent is O (water). Run at temperature 60 celsius. Product: SCCCC(=O)NCCOC=1C=NC=C(C1)[C@H]1N(CCC1)C (4-Mercapto-N-[2-({5-[(2S)-1-methylpyrrolidin-2-yl]pyridin-3-yl}oxy)ethyl]butanamide). Isolated yield 43.0%. RXN SMILES: [CH3:1][N:2]1[CH2:6][CH2:5][CH2:4][C@H:3]1[C:7]1[CH:8]=[C:9]([O:13][CH2:14][CH2:15][NH2:16])[CH:10]=[N:11][CH:12]=1.[C:17]1(=[S:22])[O:21][CH2:20][CH2:19][CH2:18]1.CO>O>[SH:22][CH2:17][CH2:18][CH2:19][C:20]([NH:16][CH2:15][CH2:14][O:13][C:9]1[CH:10]=[N:11][CH:12]=[C:7]([C@@H:3]2[CH2:4][CH2:5][CH2:6][N:2]2[CH3:1])[CH:8]=1)=[O:21]. Reported procedure: A solution of 2-({5-[(2S)-1-methylpyrrolidin-2-yl]pyridin-3-yl}oxy)ethanamine (preparation 12) (1100 mg, 4.971 mmol), in water (10 ml), was treated with γ-thiobutyrolactone (861 ul, 9.94 mmol) and the reaction mixture was heated to 60° C. overnight. It was then evaporated in vacuo to leave a colourless gum, which was pre-adsorbed onto silica from MeOH. This was then chromatographed on a 40 g ISCO column, eluting with EtOAc to EtOAc:MeOH:NH3 80:20:1. The appropriate fractions were evaporated in v... Reactants: CC1CCC2=C3C(C(C(=CN13)C(=O)O)=O)=C(C=C2)[N+](=O)[O-] (6,7-Dihydro-5-methyl-10-nitro-1-oxo-1H,5H-benzo[ij]quinolizine-2-carboxylic acid), [OH-].[K+] (potassium hydroxide), [H][H] (hydrogen). Reagents/catalysts: [Ni] (Raney nickel). Product: NC=1C=CC=2CCC(N3C=C(C(C1C23)=O)C(=O)O)C (10-amino-6,7-dihydro-5-methyl-1-oxo-1H,5H-benzo[ij]quinolizine-2-carboxylic acid). Reaction SMILES: [CH3:1][CH:2]1[N:11]2[C:6]3[C:7](=[C:16]([N+:19]([O-])=O)[CH:17]=[CH:18][C:5]=3[CH2:4][CH2:3]1)[C:8](=[O:15])[C:9]([C:12]([OH:14])=[O:13])=[CH:10]2.[OH-].[K+].[H][H]>[Ni]>[NH2:19][C:16]1[CH:17]=[CH:18][C:5]2[CH2:4][CH2:3][CH:2]([CH3:1])[N:11]3[C:6]=2[C:7]=1[C:8](=[O:15])[C:9]([C:12]([OH:14])=[O:13])=[CH:10]3 |f:1.2|. Procedure: 6,7-Dihydro-5-methyl-10-nitro-1-oxo-1H,5H-benzo[ij]quinolizine-2-carboxylic acid (10 g., 0.0345 mole) is dissolved in 300 ml. of aqueous potassium hydroxide (1.9 g., 0.0345 mole) and hydrogenated on a Parr apparatus using Raney nickel catalyst, initial hydrogen pressure 50 p.s.i. The mixture is filtered, and the filtrate is brought to pH 6 with concentrated hydrochloric acid. The yellow precipitate is separated by filtration, washed with water, dried, then recrystallized from N,N-dimethyl formam... Starting materials: Cl, COC(=O)CCC(C)=CCc1c(O)c2c(c(C)c1OC)COC2=O, Cc1ccc(S(=O)(=O)Cl)cc1, c1ccncc1. The product is COC(=O)CCC(C)=CCc1c(OC)c(C)c2c(c1OS(=O)(=O)c1ccc(C)cc1)C(=O)OC2. RXN SMILES: [ClH:36].[OH:12][c:13]1[c:14]2[c:18]([c:19]([CH3:34])[c:20]([O:32][CH3:33])[c:21]1[CH2:22][CH:23]=[C:24]([CH2:25][CH2:26][C:27](=[O:28])[O:29][CH3:30])[CH3:31])[CH2:17][O:16][C:15]2=[O:35].[c:1]1([CH3:11])[cH:2][cH:3][c:4]([S:7](=[O:8])(=[O:9])[Cl:10])[cH:5][cH:6]1.[cH:37]1[cH:38][cH:39][n:40][cH:41][cH:42]1>>[c:1]1([CH3:11])[cH:2][cH:3][c:4]([S:7](=[O:8])(=[O:9])[O:12][c:13]2[c:14]3[c:18]([c:19]([CH3:34])[c:20]([O:32][CH3:33])[c:21]2[CH2:22][CH:23]=[C:24]([CH2:25][CH2:26][C:27](=[O:28])[O:29][CH3:30])[CH3:31])[CH2:17][O:16][C:15]3=[O:35])[cH:5][cH:6]1. Reactants: ClC=1C=C(C=CC1)[C@](C)(OCC(=O)OCC)[C@H]1CN(CCC1)C(N[C@@H](CC1CCCCC1)CN(C(=O)OCC[Si](C)(C)C)C)=O (ethyl 2-((R)-1-(3-chlorophenyl)-1-((R)-1-((S)-1-cyclohexyl-3-(methyl((2-(trimethylsilyl)ethoxy)carbonyl)amino)propan-2-ylcarbamoyl)piperidin-3-yl)ethoxy)acetate), CN (methylamine). Run in C(C)O (ethyl alcohol). Conditions: time 3 day. Product: ClC=1C=C(C=CC1)[C@](C)(OCC(=O)NC)[C@H]1CN(CCC1)C(=O)N[C@H](CN(C(OCC[Si](C)(C)C)=O)C)CC1CCCCC1 (2-(trimethylsilyl)ethyl (S)-2-((R)-3-((R)-1-(3-chlorophenyl)-1-(2-(methylamino)-2-oxoethoxy)ethyl)piperidine-1-carboxamido)-3-cyclohexylpropyl(methyl)carbamate). RXN SMILES: [Cl:1][C:2]1[CH:3]=[C:4]([C@@:8]([C@@H:17]2[CH2:22][CH2:21][CH2:20][N:19]([C:23](=[O:45])[NH:24][C@H:25]([CH2:33][N:34]([CH3:44])[C:35]([O:37][CH2:38][CH2:39][Si:40]([CH3:43])([CH3:42])[CH3:41])=[O:36])[CH2:26][CH:27]3[CH2:32][CH2:31][CH2:30][CH2:29][CH2:28]3)[CH2:18]2)([O:10][CH2:11][C:12]([O:14]CC)=O)[CH3:9])[CH:5]=[CH:6][CH:7]=1.[CH3:46][NH2:47]>C(O)C>[Cl:1][C:2]1[CH:3]=[C:4]([C@@:8]([C@@H:17]2[CH2:22][CH2:21][CH2:20][N:19]([C:23]([NH:24][C@@H:25]([CH2:26][CH:27]3[CH2:32][CH2:31][CH2:30][CH2:29][CH2:28]3)[CH2:33][N:34]([CH3:44])[C:35](=[O:36])[O:37][CH2:38][CH2:39][Si:40]([CH3:41])([CH3:42])[CH3:43])=[O:45])[CH2:18]2)([O:10][CH2:11][C:12]([NH:47][CH3:46])=[O:14])[CH3:9])[CH:5]=[CH:6][CH:7]=1. Procedure: A mixture of ethyl 2-((R)-1-(3-chlorophenyl)-1-((R)-1-((S)-1-cyclohexyl-3-(methyl((2-(trimethylsilyl)ethoxy)carbonyl)amino)propan-2-ylcarbamoyl)piperidin-3-yl)ethoxy)acetate (0.0185 g) and 33% wt. methylamine in ethyl alcohol (10 mL) was stirred at rt for 3 d. After the reaction mixture was evaporated under reduced pressure, the crude product was purified by reversed-phase HPLC to afford 0.0035 g of 2-(trimethylsilyl)ethyl (S)-2-((R)-3-((R)-1-(3-chlorophenyl)-1-(2-(methylamino)-2-oxoethoxy)ethyl...